Dataset: the Open Reaction Database (ORD), a public repository of structured organic reaction records. Task: describe an organic reaction: reactants, conditions, products, and yield The reactants are Cl.C(C1=CC=CC=C1)OC1=C2CCCC(C2=C(C=C1)F)C(=O)N(CC=1C=NNC1)C=1C=NC(=CC1)C(C)C (5-benzyloxy-8-fluoro-N-(6-isopropylpyridin-3-yl)-N-[(pyrazol-4-yl)methyl]-1,2,3,4-tetrahydronaphthalene-1-carboxamide hydrochloride), ClCC1=NC=CC(=C1)C (2-chloromethyl-4-methylpyridine). Product: C(C1=CC=CC=C1)OC1=C2CCCC(C2=C(C=C1)F)C(=O)N(CC=1C=NN(C1)CC1=NC=CC(=C1)C)C=1C=NC(=CC1)C(C)C (5-benzyloxy-8-fluoro-N-(6-isopropylpyridin-3-yl)-N-({1-[(4-methylpyridin-2-yl)methyl]pyrazol-4-yl}methyl)-1,2,3,4-tetrahydronaphthalene-1-carboxamide). Isolated yield 84.2%. As a reaction SMILES: Cl.[CH2:2]([O:9][C:10]1[CH:19]=[CH:18][C:17]([F:20])=[C:16]2[C:11]=1[CH2:12][CH2:13][CH2:14][CH:15]2[C:21]([N:23]([C:30]1[CH:31]=[N:32][C:33]([CH:36]([CH3:38])[CH3:37])=[CH:34][CH:35]=1)[CH2:24][C:25]1[CH:26]=[N:27][NH:28][CH:29]=1)=[O:22])[C:3]1[CH:8]=[CH:7][CH:6]=[CH:5][CH:4]=1.Cl[CH2:40][C:41]1[CH:46]=[C:45]([CH3:47])[CH:44]=[CH:43][N:42]=1>>[CH2:2]([O:9][C:10]1[CH:19]=[CH:18][C:17]([F:20])=[C:16]2[C:11]=1[CH2:12][CH2:13][CH2:14][CH:15]2[C:21]([N:23]([C:30]1[CH:31]=[N:32][C:33]([CH:36]([CH3:38])[CH3:37])=[CH:34][CH:35]=1)[CH2:24][C:25]1[CH:29]=[N:28][N:27]([CH2:40][C:41]2[CH:46]=[C:45]([CH3:47])[CH:44]=[CH:43][N:42]=2)[CH:26]=1)=[O:22])[C:3]1[CH:8]=[CH:7][CH:6]=[CH:5][CH:4]=1 |f:0.1|. Reported procedure: By the reaction and treatment in the same manner as in Example 271 using 5-benzyloxy-8-fluoro-N-(6-isopropylpyridin-3-yl)-N-[(pyrazol-4-yl)methyl]-1,2,3,4-tetrahydronaphthalene-1-carboxamide hydrochloride (0.81 g) and 2-chloromethyl-4-methylpyridine (0.54 g) as starting materials, 5-benzyloxy-8-fluoro-N-(6-isopropylpyridin-3-yl)-N-({1-[(4-methylpyridin-2-yl)methyl]pyrazol-4-yl}methyl)-1,2,3,4-tetrahydronaphthalene-1-carboxamide (0.77 g) was obtained.